This data is from the Open Reaction Database (ORD), a public repository of structured organic reaction records. The task is: describe an organic reaction: reactants, conditions, products, and yield Reactants: C(C)N(C(=O)C=1C=NC(=NC1)C1(CCN(CC1)CC1=CC=CC=C1)C1=CC(=CC=C1)O)CC (2-[1-Benzyl-4-(3-hydroxy-phenyl)-piperidin-4-yl]-pyrimidine-5-carboxylic acid diethylamide), C([O-])([O-])=O.[K+].[K+] (potassium carbonate), ClC(=O)OC(C)Cl (1-chloroethyl chloroformate). The solvent is ClCCCl (1,2-dichloroethane). Yields the product C(C)N(C(=O)C=1C=NC(=NC1)C1(CCNCC1)C1=CC(=CC=C1)O)CC (2-[4-(3-Hydroxy-phenyl)-piperidin-4-yl]-pyrimidine-5-carboxylic Acid Diethylamide). Yield: 101.1%. Reaction SMILES: [CH2:1]([N:3]([CH2:32][CH3:33])[C:4]([C:6]1[CH:7]=[N:8][C:9]([C:12]2([C:25]3[CH:30]=[CH:29][CH:28]=[C:27]([OH:31])[CH:26]=3)[CH2:17][CH2:16][N:15](CC3C=CC=CC=3)[CH2:14][CH2:13]2)=[N:10][CH:11]=1)=[O:5])[CH3:2].C(=O)([O-])[O-].[K+].[K+].ClC(OC(Cl)C)=O>ClCCCl>[CH2:32]([N:3]([CH2:1][CH3:2])[C:4]([C:6]1[CH:7]=[N:8][C:9]([C:12]2([C:25]3[CH:30]=[CH:29][CH:28]=[C:27]([OH:31])[CH:26]=3)[CH2:13][CH2:14][NH:15][CH2:16][CH2:17]2)=[N:10][CH:11]=1)=[O:5])[CH3:33] |f:1.2.3|. Procedure details: To a stirring solution of 2-[1-Benzyl-4-(3-hydroxy-phenyl)-piperidin-4-yl]-pyrimidine-5-carboxylic acid diethylamide (105 mg, 0.24 mmol) in 5 mL 1,2-dichloroethane at room temperature was added potassium carbonate (K2CO3) (331 mg, 2.4 mmol) and 1-chloroethyl chloroformate (0.16 mL, 1.44 mmol). The mixture was refluxed for 24 hours, cooled to room temperature, filtered and concentrated. The resulting residue was taken up in 15 mL MeOH and refluxed for 24 hours. The mixture was cooled to room temp... The reactants are C(C)(C)(C)OC(=O)N1CC2CNCC(C1)O2 (9-oxa-3,7-diaza-bicyclo[3.3.1]nonane-3-carboxylic acid tert-butyl ester), C(#N)C1=CC=C(C=C1)CCCN(CCOS(=O)(=O)C)S(=O)(=O)C (methanesulfonic acid 2-{[3-(4-cyanophenyl)propyl]methanesulfonylamino}ethyl ester), C(=O)([O-])[O-].[K+].[K+] (K2CO3). Run in C(C)#N (acetonitrile). Conditions: temperature 57.5 celsius, time 3 day. Product: C(C)(C)(C)OC(=O)N1CC2CN(CC(C1)O2)CCN(S(=O)(=O)C)CCCC2=CC=C(C=C2)C#N (7-(2-{[3-(4-Cyanophenyl)propyl]methanesulfonylamino}ethyl)-9-oxa-3,7-diazabicyclo[3.3.1]nonane-3-carboxylic acid tert-butyl ester). Reaction SMILES: [C:1]([O:5][C:6]([N:8]1[CH2:15][CH:14]2[O:16][CH:10]([CH2:11][NH:12][CH2:13]2)[CH2:9]1)=[O:7])([CH3:4])([CH3:3])[CH3:2].[C:17]([C:19]1[CH:24]=[CH:23][C:22]([CH2:25][CH2:26][CH2:27][N:28]([S:36]([CH3:39])(=[O:38])=[O:37])[CH2:29][CH2:30]OS(C)(=O)=O)=[CH:21][CH:20]=1)#[N:18].C([O-])([O-])=O.[K+].[K+]>C(#N)C>[C:1]([O:5][C:6]([N:8]1[CH2:9][CH:10]2[O:16][CH:14]([CH2:13][N:12]([CH2:30][CH2:29][N:28]([CH2:27][CH2:26][CH2:25][C:22]3[CH:23]=[CH:24][C:19]([C:17]#[N:18])=[CH:20][CH:21]=3)[S:36]([CH3:39])(=[O:38])=[O:37])[CH2:11]2)[CH2:15]1)=[O:7])([CH3:4])([CH3:2])[CH3:3] |f:2.3.4|. Procedure: A mixture of 9-oxa-3,7-diaza-bicyclo[3.3.1]nonane-3-carboxylic acid tert-butyl ester (2.35 g, 0.01 mol; see WO 01/28992), methanesulfonic acid 2-{[3-(4-cyanophenyl)propyl]methanesulfonylamino}ethyl ester (3.7 g, 0.01 mol; see Preparation A above) and anhydrous K2CO3 (2.1 g, 0.015 mol) in dry acetonitrile (70 mL) was stirred under nitrogen atmosphere at 55-60° C. for 3 days. After filtration and concentration, the crude product was purified by column chromatography (silica gel: 60-120 mesh, eluen...